Dataset: the Open Reaction Database (ORD), a public repository of structured organic reaction records. Task: describe an organic reaction: reactants, conditions, products, and yield Starting materials: C(C)N(S(=O)(=O)C1=C(N=C(S1)NC(C)=O)C)CC (N,N-diethyl 2-acetamido-4-methylthiazole-5-sulfonamide), C[O-].[Na+] (Sodium methoxide). Solvent: CO (methanol), O (water), CO (methanol). Run at temperature 5 celsius. Product: C(C)N(S(=O)(=O)C1=C(N=C(S1)N)C)CC (N,N-diethyl 2-amino-4-methylthiazole-5-sulfonamide). The yield is 22.4%. Reaction SMILES: [CH2:1]([N:3]([CH2:17][CH3:18])[S:4]([C:7]1[S:11][C:10]([NH:12]C(=O)C)=[N:9][C:8]=1[CH3:16])(=[O:6])=[O:5])[CH3:2].C[O-].[Na+]>CO.O>[CH2:17]([N:3]([CH2:1][CH3:2])[S:4]([C:7]1[S:11][C:10]([NH2:12])=[N:9][C:8]=1[CH3:16])(=[O:6])=[O:5])[CH3:18] |f:1.2|. Reported procedure: The product from Step 1 (2.5 g) was dissolved in methanol (25 cm3) and cooled to 5° C. with stirring under an atmosphere of nitrogen. Sodium methoxide in methanol (2 cm3 of 25% wt./vol. solution) was added dropwise and the mixture allowed to warm to the ambient temperature for 18 hours. The reaction was heated under reflux for 1 hour, cooled, diluted with water (250 cm3), extracted with diethyl ether (2×100 cm3), dried (MgSO4) and evaporated under reduced pressure to give N,N-diethyl 2-amino-4-m... Isolated yield 8.0%. Procedure: To a cooled solution (0-5° C.) of 6-(4-aminopiperidin-1-yl)nicotinamide hydrochloride (293 mg, 1 mmol) in 5 ml DMF was added DIPEA (645 mg, 2.2 mmol) and 1,1′-carbonyldiimidazole (170 mg, 1.05 mmol). After stirring for 1 h, 1-isopropylpiperazine (154 mg, 1.2 mmol) was added and the resulting mixture was warmed to room temperature for 16 h. The crude mixture was filtered through Celite and the filtrate was purified by preparative HPLC to give title compound (30 mg, 8%) as an off-white solid. [1HN... Starting materials: Cl.NC1CCN(CC1)C1=NC=C(C(=O)N)C=C1 (6-(4-aminopiperidin-1-yl)nicotinamide hydrochloride), CCN(C(C)C)C(C)C (DIPEA), C(=O)(N1C=NC=C1)N1C=NC=C1 (1,1′-carbonyldiimidazole), C(C)(C)N1CCNCC1 (1-isopropylpiperazine). Product: C(N)(=O)C=1C=CC(=NC1)N1CCC(CC1)NC(=O)N1CCN(CC1)C(C)C (N-(1-(5-carbamoylpyridin-2-yl)piperidin-4-yl)-4-isopropylpiperazine-1-carboxamide). Reaction conditions: time 1 hour. Solvent: CN(C)C=O (DMF). As a reaction SMILES: Cl.[NH2:2][CH:3]1[CH2:8][CH2:7][N:6]([C:9]2[CH:17]=[CH:16][C:12]([C:13]([NH2:15])=[O:14])=[CH:11][N:10]=2)[CH2:5][CH2:4]1.[CH3:18][CH2:19][N:20]([CH:24]([CH3:26])[CH3:25])[CH:21](C)[CH3:22].[C:27](N1C=CN=C1)([N:29]1C=CN=C1)=[O:28].C(N1CCNCC1)(C)C>CN(C=O)C>[C:13]([C:12]1[CH:16]=[CH:17][C:9]([N:6]2[CH2:5][CH2:4][CH:3]([NH:2][C:27]([N:29]3[CH2:22][CH2:21][N:20]([CH:24]([CH3:26])[CH3:25])[CH2:19][CH2:18]3)=[O:28])[CH2:8][CH2:7]2)=[N:10][CH:11]=1)(=[O:14])[NH2:15] |f:0.1|. The reactants are CC(=O)NC(=O)c1ccc2c(c1)N(Cc1ccc(Cl)cc1Cl)C(C)=NC2, Cl, O, O=S(=O)(O)O. Product: CC1=NCc2ccc(C(=O)O)cc2N1Cc1ccc(Cl)cc1Cl. As a reaction SMILES: [C:2]([NH:3][C:6](=[O:7])[c:8]1[cH:9][cH:10][c:11]2[c:16]([cH:17]1)[N:15]([CH2:18][c:19]1[c:20]([Cl:26])[cH:21][c:22]([Cl:25])[cH:23][cH:24]1)[C:14]([CH3:27])=[N:13][CH2:12]2)(=[O:4])[CH3:5].[ClH:1].[OH2:33].[S:28]([OH:29])(=[O:30])(=[O:31])[OH:32]>>[C:6]([OH:7])([c:8]1[cH:9][cH:10][c:11]2[c:16]([cH:17]1)[N:15]([CH2:18][c:19]1[c:20]([Cl:26])[cH:21][c:22]([Cl:25])[cH:23][cH:24]1)[C:14]([CH3:27])=[N:13][CH2:12]2)=[O:29]. The reactants are C=C(COC1CC2C3CCC4=CC(=O)C=CC4(C)C3(F)C(O)CC2(C)C1(O)C(=O)CCl)c1ccccc1, O=C(OO)c1cccc(Cl)c1, ClCCl. Yields the product CC12C=CC(=O)C=C1CCC1C3CC(OCC4(c5ccccc5)CO4)C(O)(C(=O)CCl)C3(C)CC(O)C12F. As a reaction SMILES: [Cl:1][CH2:2][C:3]([C:4]1([OH:36])[CH:5]([O:26][CH2:27][C:28](=[CH2:29])[c:30]2[cH:31][cH:32][cH:33][cH:34][cH:35]2)[CH2:6][CH:7]2[CH:8]3[CH2:9][CH2:10][C:11]4=[CH:12][C:13](=[O:25])[CH:14]=[CH:15][C:16]4([CH3:17])[C:18]3([F:24])[CH:19]([OH:23])[CH2:20][C:21]12[CH3:22])=[O:37].[Cl:38][c:39]1[cH:40][cH:41][cH:42][c:43]([C:44]([O:45][OH:47])=[O:46])[cH:48]1.[Cl:49][CH2:50][Cl:51]>>[Cl:1][CH2:2][C:3]([C:4]1([OH:36])[CH:5]([O:26][CH2:27][C:28]2([c:30]3[cH:31][cH:32][cH:33][cH:34][cH:35]3)[CH2:29][O:46]2)[CH2:6][CH:7]2[CH:8]3[CH2:9][CH2:10][C:11]4=[CH:12][C:13](=[O:25])[CH:14]=[CH:15][C:16]4([CH3:17])[C:18]3([F:24])[CH:19]([OH:23])[CH2:20][C:21]12[CH3:22])=[O:37]. Starting materials: ClC1=NC(=CC(=C1)I)Cl (2,6-dichloro-4-iodopyridine), NC1CN(CCC1)C(=O)OC(C)(C)C (tert-butyl 3-aminopiperidine-1-carboxylate). The solvent is O (water). Reaction conditions: temperature 120 celsius. Product: ClC1=CC(=CC(=N1)NC1CN(CCC1)C(=O)OC(C)(C)C)I (tert-butyl 3-(6-chloro-4-iodopyridin-2-ylamino)piperidine-1-carboxylate). Yield: 42.6%. As a reaction SMILES: Cl[C:2]1[CH:7]=[C:6]([I:8])[CH:5]=[C:4]([Cl:9])[N:3]=1.[NH2:10][CH:11]1[CH2:16][CH2:15][CH2:14][N:13]([C:17]([O:19][C:20]([CH3:23])([CH3:22])[CH3:21])=[O:18])[CH2:12]1>O>[Cl:9][C:4]1[N:3]=[C:2]([NH:10][CH:11]2[CH2:16][CH2:15][CH2:14][N:13]([C:17]([O:19][C:20]([CH3:23])([CH3:22])[CH3:21])=[O:18])[CH2:12]2)[CH:7]=[C:6]([I:8])[CH:5]=1. Reported procedure: A mixture of 2,6-dichloro-4-iodopyridine (1 g, 3.65 mmol) and tert-butyl 3-aminopiperidine-1-carboxylate (3.66 g, 18 mmol) in a sealed tube was heated at 120° C. for 3 days. After cooling, the mixture was poured into 100 mL of water. The solid was collected by filtration and purified by flash chromatography on silica gel eluting with ethyl acetate to provide 680 mg of the title compound. Yield: 43%. MS (DCI/NH3) m/z 438 (M+H)+. Starting materials: O=C1CCC(=O)N1Br, CCOC(=O)C1=C(c2ccccc2)c2ccc(OC)cc2C1, ClCCl, CC(C)(C#N)N=NC(C)(C)C#N, [W]. Product: CCOC(=O)C1=C(c2ccccc2)c2ccc(OC)cc2C1Br. Reaction SMILES: [Br:23][N:24]1[C:25](=[O:26])[CH2:27][CH2:28][C:29]1=[O:30].[CH2:1]([CH3:2])[O:3][C:4](=[O:5])[C:6]1=[C:14]([c:15]2[cH:16][cH:17][cH:18][cH:19][cH:20]2)[c:13]2[c:8]([cH:9][c:10]([O:21][CH3:22])[cH:11][cH:12]2)[CH2:7]1.[Cl:43][CH2:44][Cl:45].[N:31]([C:32]([CH3:33])([CH3:34])[C:35]#[N:36])=[N:37][C:38]([CH3:39])([CH3:40])[C:41]#[N:42].[W:46]>>[CH2:1]([CH3:2])[O:3][C:4](=[O:5])[C:6]1=[C:14]([c:15]2[cH:16][cH:17][cH:18][cH:19][cH:20]2)[c:13]2[c:8]([cH:9][c:10]([O:21][CH3:22])[cH:11][cH:12]2)[CH:7]1[Br:23]. As a reaction SMILES: [CH3:11][CH2:12][OH:13].[F:1][c:2]1[cH:3][c:4]([C:5]#[N:6])[cH:7][cH:8][c:9]1[CH3:10].[NH2:14][OH:15].[OH2:16]>>[F:1][c:2]1[cH:3][c:4]([C:5]([NH2:6])=[N:14][OH:15])[cH:7][cH:8][c:9]1[CH3:10]. Product: Cc1ccc(C(N)=NO)cc1F. Starting materials: CCO, Cc1ccc(C#N)cc1F, NO, O. Starting materials: BrC1=NC=NC=C1 (4-bromopyrimidine), FC(C(=O)[O-])(F)F.C(N)(=O)C=1C(=NN(C1)C1(CC[NH2+]CC1)CC#N)NC1=CC=C(C=C1)F (4-(4-carbamoyl-3-((4-fluorophenyl)amino)-1H-pyrazol-1-yl)-4-(cyanomethyl)piperidin-1-ium 2,2,2-trifluoroacetate), FC(C(=O)[O-])(F)F.C(N)(=O)C=1C(=NN(C1)C1(CC[NH2+]CC1)CC#N)NC1=CC=C(C=C1)F (4-(4-carbamoyl-3-((4-fluorophenyl)amino)-1H-pyrazol-1-yl)-4-(cyanomethyl)piperidin-1-ium 2,2,2-trifluoroacetate), CCN(C(C)C)C(C)C (DIPEA). Run in C(Cl)Cl (DCM), CC(C)O (IPA), ClCCCl (DCE). Run at temperature 130 celsius, time 15 minute. The product is C(#N)CC1(CCN(CC1)C1=NC=NC=C1)N1N=C(C(=C1)C(=O)N)NC1=CC=C(C=C1)F (1-[4-(Cyanomethyl)-1-pyrimidin-4-ylpiperidin-4-yl]-3-[(4-fluorophenyl)amino]-1H-pyrazole-4-carboxamide). RXN SMILES: FC(F)(F)C([O-])=O.[C:8]([C:11]1[C:12]([NH:25][C:26]2[CH:31]=[CH:30][C:29]([F:32])=[CH:28][CH:27]=2)=[N:13][N:14]([C:16]2([CH2:22][C:23]#[N:24])[CH2:21][CH2:20][NH2+:19][CH2:18][CH2:17]2)[CH:15]=1)(=[O:10])[NH2:9].CCN(C(C)C)C(C)C.Br[C:43]1[CH:48]=[CH:47][N:46]=[CH:45][N:44]=1>ClCCCl.C(Cl)Cl.CC(O)C>[C:23]([CH2:22][C:16]1([N:14]2[CH:15]=[C:11]([C:8]([NH2:9])=[O:10])[C:12]([NH:25][C:26]3[CH:27]=[CH:28][C:29]([F:32])=[CH:30][CH:31]=3)=[N:13]2)[CH2:21][CH2:20][N:19]([C:43]2[CH:48]=[CH:47][N:46]=[CH:45][N:44]=2)[CH2:18][CH2:17]1)#[N:24] |f:0.1|. Procedure details: To a solution of 4-{4-carbamoyl-3-[(4-fluorophenyl)amino]-1H-pyrazol-1-yl}-4-(cyanomethyl)piperidinium trifluoroacetate (Intermediate #38-5) (50 mg, 0.11 mmol) in DCE (1.0 mL) was added DIPEA (0.096 mL, 0.55 mmol) followed by 4-bromopyrimidine (32 mg, 0.16 mmol). The reaction mixture was heated under microwave irradiation to 130° C. and allowed to stir for 15 minutes. The reaction mixture was then cooled to ambient temperature and diluted with a mixture of DCM and IPA. The resulting mixture was ... Reactants: C(C)(C)(C)OC(NC(=N)C=1SC(=C(C1)S(=O)(=O)C=1C=C(C=CC1)C1=C(C=CC=C1C)NC(=O)NCCN)SC)=O ([(4-{2′-[3-(2-amino-ethyl)-ureido]-6′-methyl-biphenyl-3-sulfonyl}-5-methylsulfanyl-thiophen-2-yl)-imino-methyl]-carbamic acid tert-butyl ester), N(=C=O)CC(=O)OCC (ethyl isocyanatoacetate). Run in C(Cl)Cl (CH2Cl2), C(Cl)Cl (CH2Cl2). Conditions: time 35 minute. The product is COC(CNC(=O)NCCNC(=O)NC1=C(C(=CC=C1)C)C1=CC(=CC=C1)S(=O)(=O)C1=C(SC(=C1)C(=N)NC(=O)OC(C)(C)C)SC)=O ({3-[2-(3-{3′-[5-(tert-butoxycarbonylamino-imino-methyl)-2-methylsulfanyl-thiophene-3-sulfonyl]-6-methyl-biphenyl-2-yl}-ureido)-ethyl]-ureido}-acetic acid methyl ester). Yield: 86.0%. Reaction SMILES: [C:1]([O:5][C:6](=[O:40])[NH:7][C:8]([C:10]1[S:11][C:12]([S:38][CH3:39])=[C:13]([S:15]([C:18]2[CH:19]=[C:20]([C:24]3[C:29]([CH3:30])=[CH:28][CH:27]=[CH:26][C:25]=3[NH:31][C:32]([NH:34][CH2:35][CH2:36][NH2:37])=[O:33])[CH:21]=[CH:22][CH:23]=2)(=[O:17])=[O:16])[CH:14]=1)=[NH:9])([CH3:4])([CH3:3])[CH3:2].[N:41]([CH2:44][C:45]([O:47][CH2:48]C)=[O:46])=[C:42]=[O:43]>C(Cl)Cl>[CH3:48][O:47][C:45](=[O:46])[CH2:44][NH:41][C:42]([NH:37][CH2:36][CH2:35][NH:34][C:32]([NH:31][C:25]1[CH:26]=[CH:27][CH:28]=[C:29]([CH3:30])[C:24]=1[C:20]1[CH:21]=[CH:22][CH:23]=[C:18]([S:15]([C:13]2[CH:14]=[C:10]([C:8]([NH:7][C:6]([O:5][C:1]([CH3:3])([CH3:4])[CH3:2])=[O:40])=[NH:9])[S:11][C:12]=2[S:38][CH3:39])(=[O:16])=[O:17])[CH:19]=1)=[O:33])=[O:43]. Reported procedure: A solution of [(4-{2′-[3-(2-amino-ethyl)-ureido]-6′-methyl-biphenyl-3-sulfonyl}-5-methylsulfanyl-thiophen-2-yl)-imino-methyl]-carbamic acid tert-butyl ester ((Example 194: step a) 0.030 g, 0.050 mmol) in CH2Cl2 (10 mL) was treated with ethyl isocyanatoacetate (6.70 μL, 0.060 mmol) and stirred at room temperature 35 min. The reaction was diluted with CH2Cl2 and washed with water (1×15 mL). The organic layer was dried over MgSO4 and concentrated in vacuo to afford the product {3-[2-(3-{3′-[5-(tert...